From a dataset of the Open Reaction Database (ORD), a public repository of structured organic reaction records. describe an organic reaction: reactants, conditions, products, and yield The reactants are O (H2O), [O-]Cl=O.[Na+] (NaClO2), C(C1=CC=CC=C1)(C1=CC=CC=C1)NC(=O)C=1C(=NC(=NC1)C=O)O (N-benzhydryl-2-formyl-4-hydroxypyrimidine-5-carboxamide), C(C1=CC=CC=C1)(C1=CC=CC=C1)NC(=O)C=1C(=NC(=NC1)C=O)O (N-benzhydryl-2-formyl-4-hydroxypyrimidine-5-carboxamide), NaH2PO4.12H2O. Solvent: CC(C)(C)O (t-BuOH). Reaction conditions: time 8 hour. The product is C(C1=CC=CC=C1)(C1=CC=CC=C1)NC(=O)C=1C(=NC(=NC1)C(=O)O)O (5-(benzhydrylcarbamoyl)-4-hydroxypyrimidine-2-carboxylic acid). RXN SMILES: [CH:1]([NH:14][C:15]([C:17]1[C:18]([OH:25])=[N:19][C:20]([CH:23]=[O:24])=[N:21][CH:22]=1)=[O:16])([C:8]1[CH:13]=[CH:12][CH:11]=[CH:10][CH:9]=1)[C:2]1[CH:7]=[CH:6][CH:5]=[CH:4][CH:3]=1.O.[O-:27]Cl=O.[Na+]>CC(O)(C)C>[CH:1]([NH:14][C:15]([C:17]1[C:18]([OH:25])=[N:19][C:20]([C:23]([OH:27])=[O:24])=[N:21][CH:22]=1)=[O:16])([C:8]1[CH:9]=[CH:10][CH:11]=[CH:12][CH:13]=1)[C:2]1[CH:7]=[CH:6][CH:5]=[CH:4][CH:3]=1 |f:2.3|. Procedure: To a solution of step G product (2-h, 0.7 g) in t-BuOH (35 mL) was added NaH2PO4.12H2O (0.6 g, 1.7 mmol) followed by H2O (6 mL) and NaClO2 (0.95 g, 10.5 mmol). After being allowed to stir at the ambient temperature overnight, the reaction mixture was evaporated under vacuum to remove t-BuOH, diluted with H2O, treated with aq. HCl to pH 2 and the solid was filtered and the cake was washed with water and dried under vacuum to afford compound 2-i as a crude (0.35 g), which was directly used for nex... Reactants: C(CCC)C1CCCCN=C1OC (6-butyl-3,4,5,6-tetrahydro-7-methoxy-2H-azepine), [Cl-].[NH4+] (ammonium chloride), title material. Run in CO (MeOH). Product: Cl.C(CCC)C1C(NCCCC1)=N (3-butylhexahydro-1H-azepin-2-imine, monohydrochloride). RXN SMILES: [CH2:1]([CH:5]1[C:11](OC)=[N:10][CH2:9][CH2:8][CH2:7][CH2:6]1)[CH2:2][CH2:3][CH3:4].[Cl-:14].[NH4+:15]>CO>[ClH:14].[CH2:1]([CH:5]1[CH2:6][CH2:7][CH2:8][CH2:9][NH:10][C:11]1=[NH:15])[CH2:2][CH2:3][CH3:4] |f:1.2,4.5|. Reported procedure: The product of EXAMPLE 185 in MeOH is reacted with ammonium chloride by the method of EXAMPLE 27 to generate the title material.